This data is from the Open Reaction Database (ORD), a public repository of structured organic reaction records. The task is: describe an organic reaction: reactants, conditions, products, and yield Starting materials: C, CC(C)COc1cccc2oc(C(=O)OCc3ccccc3)cc(=O)c12, CCOC(C)=O, [Pd]. Yields the product CC(C)COc1cccc2oc(C(=O)O)cc(=O)c12. As a reaction SMILES: [C:33].[CH2:1]([c:2]1[cH:3][cH:4][cH:5][cH:6][cH:7]1)[O:8][C:9](=[O:10])[c:11]1[o:12][c:13]2[c:14]([c:15](=[O:17])[cH:16]1)[c:18]([O:22][CH2:23][CH:24]([CH3:25])[CH3:26])[cH:19][cH:20][cH:21]2.[CH3:27][CH2:28][O:29][C:30](=[O:31])[CH3:32].[Pd:34]>>[O:8]=[C:9]([OH:10])[c:11]1[o:12][c:13]2[c:14]([c:15](=[O:17])[cH:16]1)[c:18]([O:22][CH2:23][CH:24]([CH3:25])[CH3:26])[cH:19][cH:20][cH:21]2. Procedure: A microwave reaction vial was charged with 7-but-3-enyl-2-chloro-3,7-dihydro-pyrrolo[2,3-d]pyrimidin-4-one (Intermediate B) (96.1 mg, 430 μmol,), ethanol (1.6 mL), a 2M aqueous sodium carbonate solution (645 μL, 1.29 mmol), 4-(trifluoromethyl)phenylboronic acid (98.2 mg, 517 μmol), and tetrakis(triphenylphosphine)palladium(0) (27.2 mg, 23.5 μmol). The reaction was heated in a microwave at 150° C. for 68 min. The reaction was filtered through a pad of Celite®, rinsing with ethanol. The filtrate w... The solvent is C(C)O (ethanol). The reactants are C(CC=C)N1C=CC2=C1N=C(NC2=O)Cl (7-but-3-enyl-2-chloro-3,7-dihydro-pyrrolo[2,3-d]pyrimidin-4-one), C(CC=C)N1C=CC2=C1N=C(NC2=O)Cl (7-but-3-enyl-2-chloro-3,7-dihydro-pyrrolo[2,3-d]pyrimidin-4-one), C([O-])([O-])=O.[Na+].[Na+] (sodium carbonate), FC(C1=CC=C(C=C1)B(O)O)(F)F (4-(trifluoromethyl)phenylboronic acid). Product: ethyl acetate hexanes, C(CC=C)N1C=CC2=C1N=C(NC2=O)C2=CC=C(C=C2)C(F)(F)F (7-but-3-enyl-2-(4-trifluoromethyl-phenyl)-3,7-dihydro-pyrrolo[2,3-d]pyrimidin-4-one). As a reaction SMILES: [CH2:1]([N:5]1[C:9]2[N:10]=[C:11](Cl)[NH:12][C:13](=[O:14])[C:8]=2[CH:7]=[CH:6]1)[CH2:2][CH:3]=[CH2:4].C(=O)([O-])[O-].[Na+].[Na+].[F:22][C:23]([F:34])([F:33])[C:24]1[CH:29]=[CH:28][C:27](B(O)O)=[CH:26][CH:25]=1>C1C=CC([P]([Pd]([P](C2C=CC=CC=2)(C2C=CC=CC=2)C2C=CC=CC=2)([P](C2C=CC=CC=2)(C2C=CC=CC=2)C2C=CC=CC=2)[P](C2C=CC=CC=2)(C2C=CC=CC=2)C2C=CC=CC=2)(C2C=CC=CC=2)C2C=CC=CC=2)=CC=1.C(O)C>[CH2:1]([N:5]1[C:9]2[N:10]=[C:11]([C:27]3[CH:28]=[CH:29][C:24]([C:23]([F:34])([F:33])[F:22])=[CH:25][CH:26]=3)[NH:12][C:13](=[O:14])[C:8]=2[CH:7]=[CH:6]1)[CH2:2][CH:3]=[CH2:4] |f:1.2.3,^1:38,40,59,78|. Reaction conditions: temperature 150 celsius. The reagents and catalysts are C=1C=CC(=CC1)[P](C=2C=CC=CC2)(C=3C=CC=CC3)[Pd]([P](C=4C=CC=CC4)(C=5C=CC=CC5)C=6C=CC=CC6)([P](C=7C=CC=CC7)(C=8C=CC=CC8)C=9C=CC=CC9)[P](C=1C=CC=CC1)(C=1C=CC=CC1)C=1C=CC=CC1 (tetrakis(triphenylphosphine)palladium(0)). Yield: 69.0%. Starting materials: CC1(C2=C(OCCC1)C(=CC=C2)N)C (5,5-dimethyl-2,3,4,5-tetrahydro-benzo[b]oxepin-9-ylamine), ClC1=NC=C(C(=N1)NC1=C(C=CC=C1)C=1N(C=CN1)C)Cl ((2,5-dichloro-pyrimidin-4-yl)-[2-(1-methyl-1H-imidazol-2-yl)-phenyl]-amine). The product is ClC=1C(=NC(=NC1)NC1=CC=CC2=C1OCCCC2(C)C)NC2=C(C=CC=C2)C=2N(C=CN2)C (5-Chloro-N*2*-(5,5-dimethyl-2,3,4,5-tetrahydro-benzo[b]oxepin-9-yl)-N*4*-[2-(1-methyl-1H-imidazol-2-yl)-phenyl]-pyrimidine-2,4-diamine), foam. The yield is 57.0%. RXN SMILES: [CH3:1][C:2]1([CH3:14])[CH2:8][CH2:7][CH2:6][O:5][C:4]2[C:9]([NH2:13])=[CH:10][CH:11]=[CH:12][C:3]1=2.Cl[C:16]1[N:21]=[C:20]([NH:22][C:23]2[CH:28]=[CH:27][CH:26]=[CH:25][C:24]=2[C:29]2[N:30]([CH3:34])[CH:31]=[CH:32][N:33]=2)[C:19]([Cl:35])=[CH:18][N:17]=1>>[Cl:35][C:19]1[C:20]([NH:22][C:23]2[CH:28]=[CH:27][CH:26]=[CH:25][C:24]=2[C:29]2[N:30]([CH3:34])[CH:31]=[CH:32][N:33]=2)=[N:21][C:16]([NH:13][C:9]2[C:4]3[O:5][CH2:6][CH2:7][CH2:8][C:2]([CH3:14])([CH3:1])[C:3]=3[CH:12]=[CH:11][CH:10]=2)=[N:17][CH:18]=1. Procedure: The title compound was prepared from 5,5-dimethyl-2,3,4,5-tetrahydro-benzo[b]oxepin-9-ylamine and (2,5-dichloro-pyrimidin-4-yl)-[2-(1-methyl-1H-imidazol-2-yl)-phenyl]-amine in an analogous manner to Example 179 heating at 130° C. Product was isolated as a pink foam (42 mg, 57%). LCMS (m/e) 475 (M+H); 1H NMR (400 MHz, CDCl3) δ 10.66 (s, 1H), 8.60 (d, 1H, J=8.3 Hz), 8.32 (d, 1H, J=7.8 Hz), 8.05 (s, 1H), 7.78 (s, 1H), 7.43 (m, 2H), 7.21 (m, 2H), 6.95 (m, 3H), 4.01 (m, 2H), 3.76 (s, 3H), 2.07 (m, 2H... The solvent is C1(=CC=CC=C1)C (toluene), C1(=CC=CC=C1)C (toluene), C1(=CC=CC=C1)C (toluene). Product: desired solution, N(=C=O)C(C(=O)OCC)C (ethyl isocyanatopropionate). Reactants: C(C)OC(CCN)=O (β-alanine ethyl ester), solution, C(=O)(Cl)Cl (phosgene), N(=C=O)CCC(=O)OCC (ethyl 3-isocyanatopropionate). Run at temperature 90 celsius, time 16 hour. Procedure details: The solution of ethyl 3-isocyanatopropionate in toluene used in the above process can be prepared as follows: A mixture of 15.36 g of β-alanine ethyl ester in 600 ml of toluene is dissolved by heating to 90° C. Then 63 ml of a 20% solution of phosgene in toluene are added over 10 minutes under argon and at a temperature of 90°-95° C. Stirring at ca. 90° C. for 16 hours gives the desired solution of ethyl isocyanatopropionate, which is used direct in the above reaction. Reaction SMILES: [N:1](CCC(OCC)=O)=[C:2]=[O:3].[CH2:11]([O:13][C:14](=[O:18])[CH2:15][CH2:16]N)[CH3:12].C(Cl)(Cl)=O>C1(C)C=CC=CC=1>[N:1]([CH:15]([CH3:16])[C:14]([O:13][CH2:11][CH3:12])=[O:18])=[C:2]=[O:3].